From a dataset of the Open Reaction Database (ORD), a public repository of structured organic reaction records. describe an organic reaction: reactants, conditions, products, and yield Reactants: C(C)(=O)N1C(C(C2=CC=C(C=C12)C(F)(F)F)=C(C1=CC=CC=C1)Cl)=O (1-acetyl-3-(1-chloro-1-phenyl-methylidene)-6-trifluoromethyl-2-indolinone), CN(C)CC(=O)N(C1=CC=C(C=C1)N)C (N-(dimethylaminomethylcarbonyl)-N-methyl-p-phenylenediamine). Product: CN(C)CC(=O)N(C)C1=CC=C(N\C(\C2=CC=CC=C2)=C\2/C(NC3=CC(=CC=C23)C(F)(F)F)=O)C=C1 (3-(Z)-{1-[4-(N-dimethylaminomethylcarbonyl-N-methyl-amino)-anilino]-1-phenyl-methylidene}-6-trifluoromethyl-2-indolinone). As a reaction SMILES: C([N:4]1[C:12]2[C:7](=[CH:8][CH:9]=[C:10]([C:13]([F:16])([F:15])[F:14])[CH:11]=2)[C:6](=[C:17](Cl)[C:18]2[CH:23]=[CH:22][CH:21]=[CH:20][CH:19]=2)[C:5]1=[O:25])(=O)C.[CH3:26][N:27]([CH2:29][C:30]([N:32]([CH3:40])[C:33]1[CH:38]=[CH:37][C:36]([NH2:39])=[CH:35][CH:34]=1)=[O:31])[CH3:28]>>[CH3:28][N:27]([CH2:29][C:30]([N:32]([C:33]1[CH:34]=[CH:35][C:36]([NH:39]/[C:17](=[C:6]2\[C:5](=[O:25])[NH:4][C:12]3[C:7]\2=[CH:8][CH:9]=[C:10]([C:13]([F:16])([F:14])[F:15])[CH:11]=3)/[C:18]2[CH:19]=[CH:20][CH:21]=[CH:22][CH:23]=2)=[CH:37][CH:38]=1)[CH3:40])=[O:31])[CH3:26]. Procedure: Prepared from 1-acetyl-3-(1-chloro-1-phenyl-methylidene)-6-trifluoromethyl-2-indolinone and N-(dimethylaminomethylcarbonyl)-N-methyl-p-phenylenediamine